This data is from the Open Reaction Database (ORD), a public repository of structured organic reaction records. The task is: describe an organic reaction: reactants, conditions, products, and yield Starting materials: C1CCNCC1, CC1(C)OC(=O)CC(=O)O1, COc1cccc2[nH]cc(C=O)c12, CC(=O)O, Cc1ccccc1. The product is COc1cccc2[nH]cc(C=C3C(=O)OC(C)(C)OC3=O)c12. As a reaction SMILES: [CH2:24]1[CH2:25][CH2:26][NH:27][CH2:28][CH2:29]1.[CH3:14][C:15]1([CH3:23])[O:16][C:17](=[O:22])[CH2:18][C:19](=[O:21])[O:20]1.[CH3:1][O:2][c:3]1[c:4]2[c:5]([CH:12]=[O:13])[cH:6][nH:7][c:8]2[cH:9][cH:10][cH:11]1.[CH3:30][C:31](=[O:32])[OH:33].[CH3:34][c:35]1[cH:36][cH:37][cH:38][cH:39][cH:40]1>>[CH3:1][O:2][c:3]1[c:4]2[c:5]([CH:12]=[C:18]3[C:17](=[O:22])[O:16][C:15]([CH3:14])([CH3:23])[O:20][C:19]3=[O:21])[cH:6][nH:7][c:8]2[cH:9][cH:10][cH:11]1. Reactants: CCCCCCCCCCCC(=O)O, CCC(N)(CO)CO. The product is CCCCCCCCCCCC1=NC(CC)(CO)CO1. RXN SMILES: [CH3:1][CH2:2][CH2:3][CH2:4][CH2:5][CH2:6][CH2:7][CH2:8][CH2:9][CH2:10][CH2:11][C:12]([OH:13])=[O:14].[NH2:15][C:16]([CH2:17][OH:18])([CH2:19][OH:20])[CH2:21][CH3:22]>>[CH3:1][CH2:2][CH2:3][CH2:4][CH2:5][CH2:6][CH2:7][CH2:8][CH2:9][CH2:10][CH2:11][C:12]1=[N:15][C:16]([CH2:17][OH:18])([CH2:21][CH3:22])[CH2:19][O:14]1.